From a dataset of the Open Reaction Database (ORD), a public repository of structured organic reaction records. describe an organic reaction: reactants, conditions, products, and yield Reactants: CCO, Cl, CCOC(=O)c1ncn2c1C1CCN1C(=O)c1cc(F)ccc1-2, [Na+], [OH-]. The product is O=C(O)c1ncn2c1C1CCN1C(=O)c1cc(F)ccc1-2. RXN SMILES: [CH3:27][CH2:28][OH:29].[ClH:26].[F:1][c:2]1[cH:3][cH:4][c:5]2[c:6]([cH:23]1)[C:7](=[O:22])[N:8]1[CH:9]([c:10]3[n:11]-2[cH:12][n:13][c:14]3[C:15](=[O:16])[O:17][CH2:18][CH3:19])[CH2:20][CH2:21]1.[Na+:25].[OH-:24]>>[F:1][c:2]1[cH:3][cH:4][c:5]2[c:6]([cH:23]1)[C:7](=[O:22])[N:8]1[CH:9]([c:10]3[n:11]-2[cH:12][n:13][c:14]3[C:15](=[O:16])[OH:17])[CH2:20][CH2:21]1. The reactants are ClC=1C=C(C=CC1Cl)N1CCNCC1 (1-(3,4-Dichlorophenyl)piperazine), N(=C=O)C1=C2C=CN=CC2=CC=C1 (5-isocyanatoisoquinoline). Solvent: C(C)OCC (diethyl ether). Yields the product ClC=1C=C(C=CC1Cl)N1CCN(CC1)C(=O)NC1=C2C=CN=CC2=CC=C1 (4-(3,4-dichlorophenyl)-N-isoquinolin-5-ylpiperazine-1-carboxamide). Isolated yield 80.0%. As a reaction SMILES: [Cl:1][C:2]1[CH:3]=[C:4]([N:9]2[CH2:14][CH2:13][NH:12][CH2:11][CH2:10]2)[CH:5]=[CH:6][C:7]=1[Cl:8].[N:15]([C:18]1[CH:27]=[CH:26][CH:25]=[C:24]2[C:19]=1[CH:20]=[CH:21][N:22]=[CH:23]2)=[C:16]=[O:17]>C(OCC)C>[Cl:1][C:2]1[CH:3]=[C:4]([N:9]2[CH2:14][CH2:13][N:12]([C:16]([NH:15][C:18]3[CH:27]=[CH:26][CH:25]=[C:24]4[C:19]=3[CH:20]=[CH:21][N:22]=[CH:23]4)=[O:17])[CH2:11][CH2:10]2)[CH:5]=[CH:6][C:7]=1[Cl:8]. Procedure details: 1-(3,4-Dichlorophenyl)piperazine (1280 mg, 5.55 mmol) in diethyl ether (30 mL) was treated with the product from Example 61A (˜40 mL). The mixture was filtered, the filter cake washed with diethyl ether, and dried under reduced pressure to provide the title compound as a white solid (1.78 g, 80%). 1H NMR (300 MHz, DMSO-d6) δ 9.29 (d, J=1.0 Hz, 1H), 8.84 (s, 1H), 8.49 (d, J=5.8 Hz, 1H), 7.92 (d, J=7.8 Hz, 1H), 7.78 (m, 1H), 7.61-7.71 (m, 2H), 7.44 (d, J=8.8 Hz, 1H), 7.22 (d, J=3.1 Hz, 1H), 7.01 (... Starting materials: C(C)N=C=O (Ethyl isocyanate), NC1=NC=C(C(=O)OCC)C(=C1)NC=1C=C(C=CC1)C (Ethyl 6-amino-4-(m-tolylamino)nicotinate). Run in O1CCOCC1 (1,4-dioxane), CCOC(=O)C (EtOAc). Reaction conditions: temperature 100 celsius. The product is C(C)NC(NC1=NC=C(C(=O)OCC)C(=C1)NC=1C=C(C=CC1)C)=O (Ethyl 6-(3-ethylureido)-4-(m-tolylamino)nicotinate). Reaction SMILES: [CH2:1]([N:3]=[C:4]=[O:5])[CH3:2].[NH2:6][C:7]1[CH:17]=[C:16]([NH:18][C:19]2[CH:20]=[C:21]([CH3:25])[CH:22]=[CH:23][CH:24]=2)[C:10]([C:11]([O:13][CH2:14][CH3:15])=[O:12])=[CH:9][N:8]=1>O1CCOCC1.CCOC(C)=O>[CH2:1]([NH:3][C:4](=[O:5])[NH:6][C:7]1[CH:17]=[C:16]([NH:18][C:19]2[CH:20]=[C:21]([CH3:25])[CH:22]=[CH:23][CH:24]=2)[C:10]([C:11]([O:13][CH2:14][CH3:15])=[O:12])=[CH:9][N:8]=1)[CH3:2]. Reported procedure: Ethyl isocyanate (0.898 mL, 1.49 mmol), was added to a solution of compound vi (0.270 g, 0.99 mmol) in 1,4-dioxane (5 mL). The reaction mixture was warmed to 100° C. for 48 h, cooled to room temperature and reduced in vacuo. The resulting orange residue was re-dissolved in EtOAc (15 mL) and reduced in vacuo on to SiO2. Column chromatography (SiO2), eluting with 2:1 Hexanes-EtOAc, gave the desired compound vii. (0.145 g, 0.424 mmol, 43%) as an off-white solid, 1H NMR (300 MHz, DMSO-d6): δ 9.62 (1...